Dataset: the Open Reaction Database (ORD), a public repository of structured organic reaction records. Task: describe an organic reaction: reactants, conditions, products, and yield Product: COC=1C=C(/C=C/C(=O)OCC)C=CC1OCCC (Ethyl (E)-3methoxy-4-propoxycinnamate). Isolated yield 91.4%. Starting materials: OC1=C(C=C(/C=C/C(=O)OCC)C=C1)OC (ethyl (E)-4-hydroxy-3-methoxycinnamate), C(CC)I (propyl iodide). Reaction SMILES: [OH:1][C:2]1[CH:14]=[CH:13][C:5](/[CH:6]=[CH:7]/[C:8]([O:10][CH2:11][CH3:12])=[O:9])=[CH:4][C:3]=1[O:15][CH3:16].[CH2:17](I)[CH2:18][CH3:19]>>[CH3:16][O:15][C:3]1[CH:4]=[C:5]([CH:13]=[CH:14][C:2]=1[O:1][CH2:17][CH2:18][CH3:19])/[CH:6]=[CH:7]/[C:8]([O:10][CH2:11][CH3:12])=[O:9]. Reported procedure: Following a procedure similar to that described in Preparation 116, but using 11.11 g of ethyl (E)-4-hydroxy-3-methoxycinnamate and 10.20 g of propyl iodide, 12.08 g of the title compound were obtained. Starting materials: CC(=O)CC(Cc1ccccc1)C(=O)OCc1ccccc1, CCO, [H][H]. Yields the product CC(=O)CC(Cc1ccccc1)C(=O)O. Reaction SMILES: [CH2:1]([c:2]1[cH:3][cH:4][cH:5][cH:6][cH:7]1)[CH:8]([C:9](=[O:10])[O:11][CH2:12][c:13]1[cH:14][cH:15][cH:16][cH:17][cH:18]1)[CH2:19][C:20]([CH3:21])=[O:22].[CH3:25][CH2:26][OH:27].[H:23][H:24]>>[CH2:1]([c:2]1[cH:3][cH:4][cH:5][cH:6][cH:7]1)[CH:8]([C:9](=[O:10])[OH:11])[CH2:19][C:20]([CH3:21])=[O:22].